Dataset: the Open Reaction Database (ORD), a public repository of structured organic reaction records. Task: describe an organic reaction: reactants, conditions, products, and yield Starting materials: C#Cc1cccc(OCc2ccc(OC)cc2)c1, CN([SiH](C)C)[Si](C)(C)C, CON(C)C(=O)c1ccccc1, [Li], C1CCOC1. The product is COc1ccc(COc2cccc(C#CC(=O)c3ccccc3)c2)cc1. Reaction SMILES: [CH3:11][O:12][c:13]1[cH:14][cH:15][c:16]([CH2:17][O:18][c:19]2[cH:20][c:21]([C:25]#[CH:26])[cH:22][cH:23][cH:24]2)[cH:27][cH:28]1.[CH3:1][SiH:2]([CH3:3])[N:4]([CH3:5])[Si:6]([CH3:7])([CH3:8])[CH3:9].[CH3:29][O:30][N:31]([CH3:32])[C:33](=[O:34])[c:35]1[cH:36][cH:37][cH:38][cH:39][cH:40]1.[Li:10].[O:41]1[CH2:42][CH2:43][CH2:44][CH2:45]1>>[CH3:11][O:12][c:13]1[cH:14][cH:15][c:16]([CH2:17][O:18][c:19]2[cH:20][c:21]([C:25]#[C:26][C:33](=[O:34])[c:35]3[cH:36][cH:37][cH:38][cH:39][cH:40]3)[cH:22][cH:23][cH:24]2)[cH:27][cH:28]1. As a reaction SMILES: [CH2:3]([CH3:4])[SH:5].[Cl:6][c:7]1[c:8]([NH:16][c:17]2[c:18]([C:30]#[N:31])[cH:19][n:20][c:21]3[cH:22][c:23]([F:29])[c:24]([O:27][CH3:28])[cH:25][c:26]23)[cH:9][c:10]([O:14][CH3:15])[c:11]([Cl:13])[cH:12]1.[H-:1].[Na+:2].[O:32]1[CH2:33][CH2:34][CH2:35][CH2:36]1>>[CH2:3]([CH3:4])[S:5][c:23]1[cH:22][c:21]2[n:20][cH:19][c:18]([C:30]#[N:31])[c:17]([NH:16][c:8]3[c:7]([Cl:6])[cH:12][c:11]([Cl:13])[c:10]([O:14][CH3:15])[cH:9]3)[c:26]2[cH:25][c:24]1[O:27][CH3:28]. The reactants are CCS, COc1cc2c(Nc3cc(OC)c(Cl)cc3Cl)c(C#N)cnc2cc1F, [H-], [Na+], C1CCOC1. The product is CCSc1cc2ncc(C#N)c(Nc3cc(OC)c(Cl)cc3Cl)c2cc1OC. Reactants: CC(=O)O, CCNCC, C1CCOC1, Cc1cc(-c2noc(-c3sc(C)c4c3CC3C4C3(C)C)n2)cc(C)c1OCC1COC(C)(C)OC1, CC(C)O, Cl, O. Yields the product Cc1cc(-c2noc(-c3sc(C)c4c3CC3C4C3(C)C)n2)cc(C)c1OCC(CO)CO. RXN SMILES: [C:43]([OH:44])(=[O:45])[CH3:46].[CH2:37]([NH:38][CH2:39][CH3:40])[CH3:41].[CH2:47]1[O:48][CH2:49][CH2:50][CH2:51]1.[CH3:1][C:2]1([CH3:35])[O:3][CH2:4][CH:5]([CH2:8][O:9][c:10]2[c:11]([CH3:34])[cH:12][c:13](-[c:17]3[n:18][o:19][c:20](-[c:22]4[c:23]5[c:27]([c:28]([CH3:30])[s:29]4)[CH:26]4[CH:25]([CH2:24]5)[C:31]4([CH3:32])[CH3:33])[n:21]3)[cH:14][c:15]2[CH3:16])[CH2:6][O:7]1.[CH:52]([OH:53])([CH3:54])[CH3:55].[ClH:36].[OH2:42]>>[OH:3][CH2:4][CH:5]([CH2:6][OH:7])[CH2:8][O:9][c:10]1[c:11]([CH3:34])[cH:12][c:13](-[c:17]2[n:18][o:19][c:20](-[c:22]3[c:23]4[c:27]([c:28]([CH3:30])[s:29]3)[CH:26]3[CH:25]([CH2:24]4)[C:31]3([CH3:32])[CH3:33])[n:21]2)[cH:14][c:15]1[CH3:16]. Reactants: CN1C(N(CC1)[C@H]1CN(CCC1)C(=O)OC(C)(C)C)=O ((R)-tert-butyl 3-(3-methyl-2-oxoimidazolidin-1-yl)piperidine-1-carboxylate), Cl (HCl). The solvent is O1CCOCC1 (dioxane). Product: CN1C(N(CC1)[C@H]1CNCCC1)=O ((R)-1-methyl-3-(piperidin-3-yl)imidazolidin-2-one). The yield is 52.9%. RXN SMILES: [CH3:1][N:2]1[CH2:6][CH2:5][N:4]([C@@H:7]2[CH2:12][CH2:11][CH2:10][N:9](C(OC(C)(C)C)=O)[CH2:8]2)[C:3]1=[O:20].Cl>O1CCOCC1>[CH3:1][N:2]1[CH2:6][CH2:5][N:4]([C@@H:7]2[CH2:12][CH2:11][CH2:10][NH:9][CH2:8]2)[C:3]1=[O:20]. Procedure details: To a solution of (R)-tert-butyl 3-aminopiperidine-1-carboxylate (50 g, 250 mmol) and Et3N (50.5 g, 500 mmol) in DCM (500 mL) was added 2-chloroethyl isocyanate (31.65 g, 300 mmol) dropwise. The resulting mixture was stirred at RT for 4 hours before being quenched with water (100 mL). The layers were separated and the organic layer was washed with brine, dried, concentrated, and subjected to silica flash column using 0 to 50% EA in to isolate (R)-tert-butyl 3-(3-(2-chloroethyl)ureido)piperidine-1...